From a dataset of the Open Reaction Database (ORD), a public repository of structured organic reaction records. describe an organic reaction: reactants, conditions, products, and yield Yields the product Cl, O=C(NC1CN2CCC1CC2)c1cc2ccc(-c3ccccc3)cc2s1. Starting materials: Cl, O=C(NC1CN2CCC1CC2)c1cc2ccc(Br)cc2s1, [Na+], [Na+], O=C([O-])[O-], CN(C)C=O, OB(O)c1ccccc1. RXN SMILES: [ClH:7].[N:8]12[CH2:9][CH:10]([NH:16][C:17](=[O:18])[c:19]3[s:20][c:21]4[c:22]([cH:23]3)[cH:24][cH:25][c:26]([Br:28])[cH:27]4)[CH:11]([CH2:12][CH2:13]1)[CH2:14][CH2:15]2.[Na+:1].[Na+:2].[O-:3][C:4](=[O:5])[O-:6].[O:38]=[CH:39][N:40]([CH3:41])[CH3:42].[OH:29][B:30]([OH:31])[c:32]1[cH:33][cH:34][cH:35][cH:36][cH:37]1>>[ClH:7].[N:8]12[CH2:9][CH:10]([NH:16][C:17](=[O:18])[c:19]3[s:20][c:21]4[c:22]([cH:23]3)[cH:24][cH:25][c:26](-[c:32]3[cH:33][cH:34][cH:35][cH:36][cH:37]3)[cH:27]4)[CH:11]([CH2:12][CH2:13]1)[CH2:14][CH2:15]2. Reactants: C(C)(=O)N1N=C[C@H]([C@H]1[C@@H](CO)O)O ((3S,4S)-2-Acetyl-3,4-dihydro-3-[(1S)-1,2-dihydroxyethyl]-4-hydroxypyrazole). The reagents and catalysts are [OH-].[OH-].[Pd+2] (Pearlmans catalyst). The solvent is CO (methanol). Conditions: time 8 hour. The product is C(C)(=O)N1NC[C@@H]([C@H]1[C@@H](CO)O)O ((3S,4S)-2-Acetyl-3-[(1S)-1,2-dihydroxyethyl]-4-hydroxypyrazolidine). Isolated yield 40.3%. RXN SMILES: [C:1]([N:4]1[C@H:8]([C@H:9]([OH:12])[CH2:10][OH:11])[C@H:7]([OH:13])[CH:6]=[N:5]1)(=[O:3])[CH3:2]>[OH-].[OH-].[Pd+2].CO>[C:1]([N:4]1[C@H:8]([C@H:9]([OH:12])[CH2:10][OH:11])[C@@H:7]([OH:13])[CH2:6][NH:5]1)(=[O:3])[CH3:2] |f:1.2.3|. Procedure details: Pearlmans catalyst (200 mg) was suspended in a solution of methanol with (3S,4S)-2-acetyl-1,5-dihydro-3-[(1S)-1,2-dihydroxyethyl]-4-hydroxy-pyrazole (18) (200 mg, 1.11 mmol) and stirred overnight under an atmosphere of hydrogen. The reaction was filtered through celite and the filtrated concentrated in vacuo to afford a crude oil. The crude product was purified by chromatography to afford 19 (85 mg, 43%) as a colourless oil. 1H NMR δ 4.64 (dd, J=5.7, 3.4 Hz, 1H), 3.90 (m, 2H), 3.61 (m, 2H), 3.36... Product: ClC1=CC=C2C(=NC=NC2=C1)O (7-Chloro-quinazolin-4-ol). RXN SMILES: [NH2:1][C:2]1[CH:10]=[C:9]([Cl:11])[CH:8]=[CH:7][C:3]=1[C:4](O)=[O:5].C(O)(=O)C.[CH:16](N)=[NH:17].C(OC(O)C)C>C(OCC)C>[Cl:11][C:9]1[CH:10]=[C:2]2[C:3]([C:4]([OH:5])=[N:17][CH:16]=[N:1]2)=[CH:7][CH:8]=1 |f:1.2|. Starting materials: NC1=C(C(=O)O)C=CC(=C1)Cl (2-Amino-4-chloro-benzoic acid), C(C)(=O)O.C(=N)N (formamidine acetate), C(C)OC(C)O (ethoxyethanol). The yield is 130.2%. Solvent: C(C)OCC (diethyl ether). Procedure details: 2-Amino-4-chloro-benzoic acid (1.00 g, 11.7 mmol, 1.0 eq.), formamidine acetate (3.64 mL, 35.0 mmol, 3 eq.), and ethoxyethanol (20 mL) were refluxed under nitrogen overnight. Cooled to rt. Added 25 mL of diethyl ether. Solids precipitated. Filtered off solids. Pumped under high vacuum to give 2.75 g of white solids as product. LCMS detects (M+H)+=181. The reactants are CCCCNCc1ccccc1, Cc1cc2c(c3c1CCCC3=O)CCC(=O)N2, CC(=O)OC(C)=O, Cl. The product is CCCCN(Cc1ccccc1)CC1CCc2c(C)cc3c(c2C1=O)CCC(=O)N3. As a reaction SMILES: [CH2:2]([c:3]1[cH:4][cH:5][cH:6][cH:7][cH:8]1)[NH:9][CH2:10][CH2:11][CH2:12][CH3:13].[CH3:14][c:15]1[c:16]2[c:17]([c:18]3[c:23]([cH:24]1)[NH:22][C:21](=[O:25])[CH2:20][CH2:19]3)[C:26](=[O:30])[CH2:27][CH2:28][CH2:29]2.[CH3:31][C:32]([O:33][C:34](=[O:35])[CH3:36])=[O:37].[ClH:1]>>[CH2:2]([c:3]1[cH:4][cH:5][cH:6][cH:7][cH:8]1)[N:9]([CH2:10][CH2:11][CH2:12][CH3:13])[CH2:31][CH:27]1[C:26](=[O:30])[c:17]2[c:16]([c:15]([CH3:14])[cH:24][c:23]3[c:18]2[CH2:19][CH2:20][C:21](=[O:25])[NH:22]3)[CH2:29][CH2:28]1.